From a dataset of the Open Reaction Database (ORD), a public repository of structured organic reaction records. describe an organic reaction: reactants, conditions, products, and yield The reactants are CN(C)C=O, OCc1ccncc1S, ClC(c1ccccc1)(c1ccccc1)c1ccccc1. As a reaction SMILES: [O:30]=[CH:31][N:32]([CH3:33])[CH3:34].[OH:1][CH2:2][c:3]1[c:4]([SH:9])[cH:5][n:6][cH:7][cH:8]1.[c:10]1([C:16]([c:17]2[cH:18][cH:19][cH:20][cH:21][cH:22]2)([c:23]2[cH:24][cH:25][cH:26][cH:27][cH:28]2)[Cl:29])[cH:11][cH:12][cH:13][cH:14][cH:15]1>>[OH:1][CH2:2][c:3]1[c:4]([S:9][C:16]([c:10]2[cH:11][cH:12][cH:13][cH:14][cH:15]2)([c:17]2[cH:18][cH:19][cH:20][cH:21][cH:22]2)[c:23]2[cH:24][cH:25][cH:26][cH:27][cH:28]2)[cH:5][n:6][cH:7][cH:8]1. The product is OCc1ccncc1SC(c1ccccc1)(c1ccccc1)c1ccccc1. The reactants are COC(=O)C=1C(=C2C=C(C(N(C2=CN1)CC1=CC=CC=C1)=O)C1=CC=C(C=C1)C(F)(F)F)O (1-benzyl-5-hydroxy-2-oxo-3-(4-trifluoromethyl-phenyl)-1,2-dihydro-[1,7]naphthyridine-6-carboxylic acid methyl ester), BrN1C(CCC1=O)=O (N-bromosuccinimide). Solvent: C(Cl)Cl (CH2Cl2). Yields the product COC(=O)C=1C(=C2C=C(C(N(C2=C(N1)Br)CC1=CC=CC=C1)=O)C1=CC=C(C=C1)C(F)(F)F)O (1-Benzyl-8-bromo-5-hydroxy-2-oxo-3-(4-trifluoromethyl-phenyl)-1,2-dihydro-[1,7]naphthyridine-6-carboxylic acid methyl ester). Isolated yield 64.8%. RXN SMILES: [CH3:1][O:2][C:3]([C:5]1[C:6]([OH:33])=[C:7]2[C:12](=[CH:13][N:14]=1)[N:11]([CH2:15][C:16]1[CH:21]=[CH:20][CH:19]=[CH:18][CH:17]=1)[C:10](=[O:22])[C:9]([C:23]1[CH:28]=[CH:27][C:26]([C:29]([F:32])([F:31])[F:30])=[CH:25][CH:24]=1)=[CH:8]2)=[O:4].[Br:34]N1C(=O)CCC1=O>C(Cl)Cl>[CH3:1][O:2][C:3]([C:5]1[C:6]([OH:33])=[C:7]2[C:12](=[C:13]([Br:34])[N:14]=1)[N:11]([CH2:15][C:16]1[CH:17]=[CH:18][CH:19]=[CH:20][CH:21]=1)[C:10](=[O:22])[C:9]([C:23]1[CH:24]=[CH:25][C:26]([C:29]([F:32])([F:31])[F:30])=[CH:27][CH:28]=1)=[CH:8]2)=[O:4]. Reported procedure: A mixture of 1-benzyl-5-hydroxy-2-oxo-3-(4-trifluoromethyl-phenyl)-1,2-dihydro-[1,7]naphthyridine-6-carboxylic acid methyl ester (99 mg, 0.22 mmol) and N-bromosuccinimide (43 mg, 0.24 mmol) in CH2Cl2 (0.8 mL) was refluxed for 3 h. Solvent was evaporated in vacuo, and the residue was purified by silica gel chromatography (5-20% EtOAc/hexanes+1% AcOH) to give 76 mg of the title compound as a yellow solid. MS: (−) m/z 531.23, 533.18 (M-1, 79/81Br). Run at time 8 hour. Procedure: Add methanesulfonyl chloride (0.035 mL, 0.45 mmol) to a solution of 5-phenylethynyl-pyridin-3-ylamine dihydrochloride, (prepared as described in EXAMPLE 155), (0.120 g, 0.45 mmol) and pyridine (0.075 mL, 0.90 mmol) in dichloromethane (2.5 mL) at 0° C. Warm to room temperature and stir overnight. Add pyridine (0.020 mL, 0.24 mmol) and methanesulfonyl chloride (0.010 mL, 0.11 mmol), stir for 20 h and add water. Separate the layers and concentrate the organic phase. Purify by silica gel chromatogra... The product is C1(=CC=CC=C1)C#CC=1C=C(C=NC1)NS(=O)(=O)C (N-(5-Phenylethynyl-pyridin-3-yl)-methanesulfonamide). As a reaction SMILES: [CH3:1][S:2](Cl)(=[O:4])=[O:3].Cl.Cl.[C:8]1([C:14]#[C:15][C:16]2[CH:17]=[C:18]([NH2:22])[CH:19]=[N:20][CH:21]=2)[CH:13]=[CH:12][CH:11]=[CH:10][CH:9]=1.N1C=CC=CC=1.O>ClCCl>[C:8]1([C:14]#[C:15][C:16]2[CH:17]=[C:18]([NH:22][S:2]([CH3:1])(=[O:4])=[O:3])[CH:19]=[N:20][CH:21]=2)[CH:9]=[CH:10][CH:11]=[CH:12][CH:13]=1 |f:1.2.3|. Yield: 74.3%. The solvent is ClCCl (dichloromethane). The reactants are O (water), N1=CC=CC=C1 (pyridine), CS(=O)(=O)Cl (methanesulfonyl chloride), CS(=O)(=O)Cl (methanesulfonyl chloride), Cl.Cl.C1(=CC=CC=C1)C#CC=1C=C(C=NC1)N (5-Phenylethynyl-pyridin-3-ylamine dihydrochloride), N1=CC=CC=C1 (pyridine).